From a dataset of the Open Reaction Database (ORD), a public repository of structured organic reaction records. describe an organic reaction: reactants, conditions, products, and yield The reactants are ClC=1C=CC=C2CC(C(C12)=O)CC1CCCCC1 (7-Chloro-2-cyclohexylmethyl-indan-1-one), C(CO)O (ethylene glycol), C1(=CC=CC2=CC=CC=C12)B(O)O (naphthyl boronic acid), C([O-])([O-])=O.[Na+].[Na+] (sodium carbonate). Solvent: O (water). Reaction conditions: temperature 125 celsius. The product is C1(=CC=CC2=CC=CC=C12)C=1C=CC=C2CC(C(C12)=O)CC1CCCCC1 (7-(1-Naphthyl)-2-cyclohexylmethyl-indan-1-one). The yield is 96.2%. RXN SMILES: Cl[C:2]1[CH:3]=[CH:4][CH:5]=[C:6]2[C:10]=1[C:9](=[O:11])[CH:8]([CH2:12][CH:13]1[CH2:18][CH2:17][CH2:16][CH2:15][CH2:14]1)[CH2:7]2.[C:19]1(B(O)O)[C:28]2[C:23](=[CH:24][CH:25]=[CH:26][CH:27]=2)[CH:22]=[CH:21][CH:20]=1.C(=O)([O-])[O-].[Na+].[Na+].C(O)CO>O>[C:19]1([C:2]2[CH:3]=[CH:4][CH:5]=[C:6]3[C:10]=2[C:9](=[O:11])[CH:8]([CH2:12][CH:13]2[CH2:14][CH2:15][CH2:16][CH2:17][CH2:18]2)[CH2:7]3)[C:28]2[C:23](=[CH:24][CH:25]=[CH:26][CH:27]=2)[CH:22]=[CH:21][CH:20]=1 |f:2.3.4|. Procedure: 18.5 g (70.4 mmole) 7-Chloro-2-cyclohexylmethyl-indan-1-one, 14.5 g (1.2 eq.) naphthyl boronic acid, 16.4 g sodium carbonate, 230 ml ethylene glycol and 45 ml water were placed in a 1 l—roundbottom flask equipped with a mechanical stirrer and a reflux condenser. The mixture was degassed three times by slight evacuation and recharging with argon. A premixed catalyst solution consisting of 32 mg (0.2 mole %) palladium acetate, 0.94 ml NaTPPTS (2.6 M in water, 0.8 mole %) and 3 ml of water was adde...